Task: describe an organic reaction: reactants, conditions, products, and yield. Dataset: the Open Reaction Database (ORD), a public repository of structured organic reaction records The reactants are [Al+3], CCCCCCCCc1ccccc1, COC(=O)CCCCC(=O)O, CCO, [Cl-], [Cl-], [Cl-], [Cl-], [Na+], [OH-], O=S(Cl)Cl. The product is CCCCCCCCc1ccc(C(=O)CCCCC(=O)O)cc1. RXN SMILES: [Al+3:32].[CH2:17]([CH2:18][CH2:19][CH2:20][CH2:21][CH2:22][CH2:23][CH3:24])[c:25]1[cH:26][cH:27][cH:28][cH:29][cH:30]1.[CH3:1][O:2][C:3]([CH2:4][CH2:5][CH2:6][CH2:7][C:8](=[O:9])[OH:10])=[O:11].[CH3:37][CH2:38][OH:39].[Cl-:12].[Cl-:31].[Cl-:33].[Cl-:34].[Na+:36].[OH-:35].[S:13]([Cl:14])([Cl:15])=[O:16]>>[C:3]([CH2:4][CH2:5][CH2:6][CH2:7][C:8](=[O:9])[OH:10])(=[O:11])[c:28]1[cH:27][cH:26][c:25]([CH2:17][CH2:18][CH2:19][CH2:20][CH2:21][CH2:22][CH2:23][CH3:24])[cH:30][cH:29]1. The reactants are NC1=NC2=NC=C(N=C2C(=N1)N)CN(C1=CC=C(C=C1)C(=O)N[C@H](C(=O)OC(C)(C)C)CCC(NCCOCCOCCOCCOCCOCCNC(COC1=CC=C(C=C1)C1=C2C(=NN1)C=1C=CC=C(C1C2=O)NC(=O)NN2CCOCC2)=O)=O)C (tert-butyl (2S)-2-[(4-{[(2,4-diaminopteridin-6-yl)methyl]methylamino}phenyl) carbonylamino]-4-{N-[2-(2-{2-[2-(2-{2-[2-(4-{5-[(morpholin-4-ylamino)carbonylamino]-4-oxoindeno[3,2-c]pyrazol-3-yl}phenoxy)acetylamino]ethoxy}ethoxy)ethoxy]ethoxy}ethoxy)ethyl]carbamoyl}butanoate), C(=O)(C(F)(F)F)O (TFA), C(Cl)Cl (CH2Cl2), S(C)C (Me2S). The solvent is O (H2O). Conditions: time 1 hour. Yields the product NC1=NC2=NC=C(N=C2C(=N1)N)CN(C1=CC=C(C=C1)C(=O)N[C@H](C(=O)O)CCC(NCCOCCOCCOCCOCCOCCNC(COC1=CC=C(C=C1)C1=C2C(=NN1)C=1C=CC=C(C1C2=O)NC(=O)NN2CCOCC2)=O)=O)C ((2S)-2-[(4-{[(2,4-diaminopteridin-6-yl)methyl]methylamino}phenyl)carbonyl-amino]-4-{N-[2-(2-{2-[2-(2-{2-[2-(4-{5-[(morpholin-4-ylamino)carbonylamino]-4-oxoindeno[3,2-c]pyrazol-3-yl}phenoxy)acetylamino]ethoxy}ethoxy)ethoxy]ethoxy}ethoxy)ethyl]carbamoyl}butanoic acid). As a reaction SMILES: [NH2:1][C:2]1[N:11]=[C:10]([NH2:12])[C:9]2[C:4](=[N:5][CH:6]=[C:7]([CH2:13][N:14]([CH3:88])[C:15]3[CH:20]=[CH:19][C:18]([C:21]([NH:23][C@@H:24]([CH2:32][CH2:33][C:34](=[O:87])[NH:35][CH2:36][CH2:37][O:38][CH2:39][CH2:40][O:41][CH2:42][CH2:43][O:44][CH2:45][CH2:46][O:47][CH2:48][CH2:49][O:50][CH2:51][CH2:52][NH:53][C:54](=[O:86])[CH2:55][O:56][C:57]4[CH:62]=[CH:61][C:60]([C:63]5[NH:67][N:66]=[C:65]6[C:68]7[CH:69]=[CH:70][CH:71]=[C:72]([NH:76][C:77]([NH:79][N:80]8[CH2:85][CH2:84][O:83][CH2:82][CH2:81]8)=[O:78])[C:73]=7[C:74](=[O:75])[C:64]=56)=[CH:59][CH:58]=4)[C:25]([O:27]C(C)(C)C)=[O:26])=[O:22])=[CH:17][CH:16]=3)[N:8]=2)[N:3]=1.C(O)(C(F)(F)F)=O.C(Cl)Cl.S(C)C>O>[NH2:1][C:2]1[N:11]=[C:10]([NH2:12])[C:9]2[C:4](=[N:5][CH:6]=[C:7]([CH2:13][N:14]([CH3:88])[C:15]3[CH:16]=[CH:17][C:18]([C:21]([NH:23][C@@H:24]([CH2:32][CH2:33][C:34](=[O:87])[NH:35][CH2:36][CH2:37][O:38][CH2:39][CH2:40][O:41][CH2:42][CH2:43][O:44][CH2:45][CH2:46][O:47][CH2:48][CH2:49][O:50][CH2:51][CH2:52][NH:53][C:54](=[O:86])[CH2:55][O:56][C:57]4[CH:62]=[CH:61][C:60]([C:63]5[NH:67][N:66]=[C:65]6[C:68]7[CH:69]=[CH:70][CH:71]=[C:72]([NH:76][C:77]([NH:79][N:80]8[CH2:85][CH2:84][O:83][CH2:82][CH2:81]8)=[O:78])[C:73]=7[C:74](=[O:75])[C:64]=56)=[CH:59][CH:58]=4)[C:25]([OH:27])=[O:26])=[O:22])=[CH:19][CH:20]=3)[N:8]=2)[N:3]=1. Reported procedure: Compound 30 (0.45 g, 0.37 mmol) was treated with 20 ml of a cleavage cocktail (10:10:1:1 TFA:CH2Cl2: Me2S: H2O). After one hour, the solvent was removed and the residue purified by RPHPLC. Fractions containing the product were combined, concentrated to a small volume and lyophilized to yield a yellow solid (0.23 g, 0.18 mmol, 49%, compound 32). Starting materials: FC(C(=O)O)(F)F (trifluoroacetic acid), C1(CC1)C(O)C1=CC=C(C=C1)C(F)(F)F (Cyclopropyl[4-(trifluoromethyl)phenyl]methanol), CSCC=1C=CC=C2C=CNC12 (7-[(Methylsulfanyl)methyl]-1H-indole). Run in ClCCl (dichloromethane). Reaction conditions: time 2 hour. The product is C1(CC1)C(C1=CNC2=C(C=CC=C12)CSC)C1=CC=C(C=C1)C(F)(F)F (3-{Cyclopropyl[4-(trifluoromethyl)phenyl]methyl}-7-[(methylsulfanyl)methyl]-1H-indole). As a reaction SMILES: FC(F)(F)C(O)=O.[CH:8]1([CH:11]([C:13]2[CH:18]=[CH:17][C:16]([C:19]([F:22])([F:21])[F:20])=[CH:15][CH:14]=2)O)[CH2:10][CH2:9]1.[CH3:23][S:24][CH2:25][C:26]1[CH:27]=[CH:28][CH:29]=[C:30]2[C:34]=1[NH:33][CH:32]=[CH:31]2>ClCCl>[CH:8]1([CH:11]([C:13]2[CH:18]=[CH:17][C:16]([C:19]([F:22])([F:21])[F:20])=[CH:15][CH:14]=2)[C:31]2[C:30]3[C:34](=[C:26]([CH2:25][S:24][CH3:23])[CH:27]=[CH:28][CH:29]=3)[NH:33][CH:32]=2)[CH2:10][CH2:9]1. Procedure: 0.76 ml (9.82 mmol) of trifluoroacetic acid was added to 1.77 g (8.19 mmol) of the compound from Example 149A and 1.45 g (8.19 mmol) of the compound from Example 8A in 91 ml of dichloromethane, and the mixture was stirred at RT for 2 h. It was concentrated and the residue was purified by flash chromatography on silica gel (mobile phase: toluene/ethyl acetate 98/2) and preparative HPLC (RP18 column; mobile phase: acetonitrile/water gradient with addition of 0.1% formic acid) to result in 890 mg (... The reactants are CC(Cl)c1cccnc1, OC%18=CC=C(C%19=NOC(C%20=CN(C)N=C%20)=N%19)C=C%18. The reagents and catalysts are O=C([O-])[O-].[Cs+].[Cs+] (cesium carbonate), [I-].[K+] (potassium iodide). Solvent: CN(C)C=O (DMF), CN(C)C=O (dmf), CN(C)C=O (DMF). Conditions: temperature 70 celsius, time 16 hour. Yields the product CC(C%27=CC=CN=C%27)OC%28=CC=C(C%29=NOC(C%30=CN(C)N=C%30)=N%29)C=C%28. Starting materials: [OH-].[Na+] (NaOH), isomeric mixture, COC1=CC2=C(C=N1)N(C=N2)C2=CC(=C(S2)C(=O)OC)OCC2=C(C=CC=C2)C(F)(F)F (methyl 5-(6-methoxy-3H-imidazo[4,5-c]pyridin-3-yl)-3-{[2-(trifluoromethyl)benzyl]oxy}thiophene-2-carboxylate), COC1=CC2=C(C=N1)N=CN2C2=CC(=C(S2)C(=O)OC)OCC2=C(C=CC=C2)C(F)(F)F (methyl 5-(6-methoxy-1H-imidazo[4,5-c]pyridin-1-yl)-3-{[2-(trifluoromethyl)benzyl]oxy}thiophene-2-carboxylate), solution, [Li+].[OH-] (LiOH). The solvent is C(C)OCC (diethylether), O1CCCC1 (tetrahydrofuran). Conditions: time 12 hour. Product: COC1=CC2=C(C=N1)N=CN2C2=CC(=C(S2)C(=O)O)OCC2=C(C=CC=C2)C(F)(F)F (5-(6-Methoxy-1H-imidazo[4,5-c]pyridin-1-yl)-3-{[2-(trifluoromethyl)benzyl]oxy}thiophene-2-carboxylic acid). Reaction SMILES: COC1N=CC2N(C3SC(C(OC)=O)=C(OCC4C=CC=CC=4C(F)(F)F)C=3)C=NC=2C=1.[CH3:33][O:34][C:35]1[N:40]=[CH:39][C:38]2[N:41]=[CH:42][N:43]([C:44]3[S:48][C:47]([C:49]([O:51]C)=[O:50])=[C:46]([O:53][CH2:54][C:55]4[CH:60]=[CH:59][CH:58]=[CH:57][C:56]=4[C:61]([F:64])([F:63])[F:62])[CH:45]=3)[C:37]=2[CH:36]=1.[Li+].[OH-].[OH-].[Na+]>O1CCCC1.C(OCC)C>[CH3:33][O:34][C:35]1[N:40]=[CH:39][C:38]2[N:41]=[CH:42][N:43]([C:44]3[S:48][C:47]([C:49]([OH:51])=[O:50])=[C:46]([O:53][CH2:54][C:55]4[CH:60]=[CH:59][CH:58]=[CH:57][C:56]=4[C:61]([F:64])([F:62])[F:63])[CH:45]=3)[C:37]=2[CH:36]=1 |f:2.3,4.5|. Procedure details: To a solution of 1.2 g of an isomeric mixture of methyl 5-(6-methoxy-3H-imidazo[4,5-c]pyridin-3-yl)-3-{[2-(trifluoromethyl)benzyl]oxy}thiophene-2-carboxylate and methyl 5-(6-methoxy-1H-imidazo[4,5-c]pyridin-1-yl)-3-{[2-(trifluoromethyl)benzyl]oxy}thiophene-2-carboxylate (compounds B6a and B6b) in 30 ml tetrahydrofuran were added dropwise 30 ml of a 1N solution of LiOH. The reaction mixture was stirred for 12 h at room temperature and poured into a mixture of 200 ml diethylether and 0.1 N NaOH (1...